Dataset: the Open Reaction Database (ORD), a public repository of structured organic reaction records. Task: describe an organic reaction: reactants, conditions, products, and yield Reactants: CN(C)C=O, Clc1ccc(C2(C3(n4cnc(Cl)n4)CC3)CO2)cc1, c1nc[nH]n1. The product is OC(Cn1cncn1)(c1ccc(Cl)cc1)C1(n2cnc(Cl)n2)CC1. Reaction SMILES: [CH3:25][N:26]([CH3:27])[CH:28]=[O:29].[Cl:1][c:2]1[cH:3][cH:4][c:5]([C:8]2([C:11]3([n:14]4[n:15][c:16]([Cl:19])[n:17][cH:18]4)[CH2:12][CH2:13]3)[O:9][CH2:10]2)[cH:6][cH:7]1.[nH:20]1[n:21][cH:22][n:23][cH:24]1>>[Cl:1][c:2]1[cH:3][cH:4][c:5]([C:8]([OH:9])([CH2:10][n:20]2[n:21][cH:22][n:23][cH:24]2)[C:11]2([n:14]3[n:15][c:16]([Cl:19])[n:17][cH:18]3)[CH2:12][CH2:13]2)[cH:6][cH:7]1. The reactants are C(C)(C)OC(N(C)CCCN)=O ((3-amino-propyl)-methyl-carbamic acid isopropyl ester), BrC1=CN=C2N1N=C(C=C2)Cl (3-bromo-6-chloro-imidazo[1,2-b]pyridazine), CCN(C(C)C)C(C)C (Hunig's base). Conditions: temperature 85 celsius. Product: C(C)(C)OC(N(C)CCCNC=1C=CC=2N(N1)C(=CN2)Br)=O ([3-(3-Bromo-imidazo[1,2-b]pyridazin-6-ylamino)-propyl]-methyl-carbamic acid isopropyl ester). Yield: 87.1%. As a reaction SMILES: [CH:1]([O:4][C:5](=[O:12])[N:6]([CH2:8][CH2:9][CH2:10][NH2:11])[CH3:7])([CH3:3])[CH3:2].[Br:13][C:14]1[N:18]2[N:19]=[C:20](Cl)[CH:21]=[CH:22][C:17]2=[N:16][CH:15]=1.CCN(C(C)C)C(C)C>>[CH:1]([O:4][C:5](=[O:12])[N:6]([CH2:8][CH2:9][CH2:10][NH:11][C:20]1[CH:21]=[CH:22][C:17]2[N:18]([C:14]([Br:13])=[CH:15][N:16]=2)[N:19]=1)[CH3:7])([CH3:3])[CH3:2]. Reported procedure: A stirred mixture of (3-amino-propyl)-methyl-carbamic acid isopropyl ester (3.0 g, 17.0 mmol), 3-bromo-6-chloro-imidazo[1,2-b]pyridazine [13526-66-4] (723.7 mg, 3.1 mmol), and Hunig's base [7087-68-5] (0.6 mL, 3.2 mmol) was heated to 85° C., under N2 blanket, for 3d then preabsorbed on silica gel and flash chromatographed (silica gel eluted with 10% (v/v) methanol/ethyl acetate) to obtain 1.0 g of clear yellow oil. LRMS (ESI) m/z 370.2/372.2 [(M+H)]+, calc'd for C14H20BrN5O2: 370.25.